Task: describe an organic reaction: reactants, conditions, products, and yield. Dataset: the Open Reaction Database (ORD), a public repository of structured organic reaction records The reactants are N1=C(C=CC=C1)N1CCNCC1 (1-pyridin-2-ylpiperazine), FC1=C(C=CC(=C1)F)NC(CCl)=O (N-(2,4-difluorophenyl)-2-chloroacetamide), C([O-])([O-])=O.[Na+].[Na+] (sodium carbonate). Run in CN(C=O)C.O (N,N-dimethylformamide water). Reaction conditions: time 18 hour. Product: FC1=C(C=CC(=C1)F)NC(CN1CCN(CC1)C1=NC=CC=C1)=O (N-(2,4-difluorophenyl)-2-[4-(2-pyridinyl)-1-piperazinyl]acetamide). Isolated yield 74.8%. Reaction SMILES: [N:1]1[CH:6]=[CH:5][CH:4]=[CH:3][C:2]=1[N:7]1[CH2:12][CH2:11][NH:10][CH2:9][CH2:8]1.[F:13][C:14]1[CH:19]=[C:18]([F:20])[CH:17]=[CH:16][C:15]=1[NH:21][C:22](=[O:25])[CH2:23]Cl.C(=O)([O-])[O-].[Na+].[Na+]>CN(C)C=O.O>[F:13][C:14]1[CH:19]=[C:18]([F:20])[CH:17]=[CH:16][C:15]=1[NH:21][C:22](=[O:25])[CH2:23][N:10]1[CH2:9][CH2:8][N:7]([C:2]2[CH:3]=[CH:4][CH:5]=[CH:6][N:1]=2)[CH2:12][CH2:11]1 |f:2.3.4,5.6|. Reported procedure: A mixture of 1-pyridin-2-ylpiperazine (24 mg, 0.15 mmol, Aldrich), N-(2,4-difluorophenyl)-2-chloroacetamide (41 mg, 0.20 mmol, Maybridge) and sodium carbonate (50 mg) in N,N-dimethylformamide/water (2:1, 2 mL) was shaken at room temperature for 18 hours. The resulting mixture was decanted, concentrated under reduced pressure and the residue purified by preparative HPLC to provide 37.3 mg (74.8%) of the desired product. 1H NMR (500 MHz, DMSO-d6) δ 2.52 (t, J=4 Hz, 4H), 3.23 (s, 2H), 3.58 (t, J=4 ...